This data is from the Open Reaction Database (ORD), a public repository of structured organic reaction records. The task is: describe an organic reaction: reactants, conditions, products, and yield Reactants: C(C)OC(CC=1SC(=NN1)CC)=O ((5-ethyl-[1,3,4]thiadiazol-2-yl)-acetic acid ethyl ester), [OH-].[Na+] (NaOH), Cl (HCl). Run in C(C)O (ethanol). Reaction conditions: time 18 hour. Product: C(C)C1=NN=C(S1)CC(=O)O ((5-ethyl-[1,3,4]thiadiazol-2-yl)-acetic acid). As a reaction SMILES: C([O:3][C:4](=[O:13])[CH2:5][C:6]1[S:7][C:8]([CH2:11][CH3:12])=[N:9][N:10]=1)C.[OH-].[Na+].Cl>C(O)C>[CH2:11]([C:8]1[S:7][C:6]([CH2:5][C:4]([OH:13])=[O:3])=[N:10][N:9]=1)[CH3:12] |f:1.2|. Procedure details: Next, to a solution of (5-ethyl-[1,3,4]thiadiazol-2-yl)-acetic acid ethyl ester (230 mg, 1.15 mmol) in ethanol (5 mL) is added aqueous 1M NaOH (2 mL, 2.0 mmol) and the mixture is stirred at room temperature for 18 hours. The mixture is acidified with aqueous 1M HCl and the ethanol is removed under reduced pressure. The remaining aqueous solution is lyophilized to give (5-ethyl-[1,3,4]thiadiazol-2-yl)-acetic acid. The reactants are Cc1nc(=O)c2ccc(C(N)=O)cc2n1Cc1ccc(Cl)cc1Cl, O, O=S(=O)(O)O. Yields the product Cc1nc(=O)c2ccc(C(=O)O)cc2n1Cc1ccc(Cl)cc1Cl. Reaction SMILES: [C:1]([NH2:2])(=[O:3])[c:4]1[cH:5][cH:6][c:7]2[c:8](=[O:24])[n:9][c:10]([CH3:23])[n:11]([CH2:14][c:15]3[c:16]([Cl:22])[cH:17][c:18]([Cl:21])[cH:19][cH:20]3)[c:12]2[cH:13]1.[OH2:30].[S:25]([OH:26])(=[O:27])(=[O:28])[OH:29]>>[C:1]([OH:3])([c:4]1[cH:5][cH:6][c:7]2[c:8](=[O:24])[n:9][c:10]([CH3:23])[n:11]([CH2:14][c:15]3[c:16]([Cl:22])[cH:17][c:18]([Cl:21])[cH:19][cH:20]3)[c:12]2[cH:13]1)=[O:26]. Starting materials: CC(C)(C)OC(=O)NC(C(=O)N1CC2CCCC2C1C(=O)O)C(C)(C)C, CCN=C=NCCCN(C)C, CN1CCOCC1, CN(C)C=O, ClCCl, Cl, CCCC(N)C(O)C(=O)NC1CC1, CCCC(N)C(O)C(=O)NC1CC1, O, On1nnc2ccccc21. The product is CCCC(NC(=O)C1C2CCCC2CN1C(=O)C(NC(=O)OC(C)(C)C)C(C)(C)C)C(O)C(=O)NC1CC1. As a reaction SMILES: [C:1]([CH3:2])([CH3:3])([CH3:4])[O:5][C:6](=[O:7])[NH:8][CH:9]([C:10](=[O:11])[N:12]1[CH:13]([C:20](=[O:21])[OH:22])[CH:14]2[CH:15]([CH2:16]1)[CH2:17][CH2:18][CH2:19]2)[C:23]([CH3:24])([CH3:25])[CH3:26].[CH2:27]([N:28]=[C:29]=[N:30][CH2:31][CH2:32][CH2:33][N:34]([CH3:35])[CH3:36])[CH3:37].[CH3:48][N:49]1[CH2:50][CH2:51][O:52][CH2:53][CH2:54]1.[CH3:85][N:86]([CH3:87])[CH:88]=[O:89].[Cl:82][CH2:83][Cl:84].[ClH:68].[NH2:55][CH:56]([CH:57]([C:58](=[O:59])[NH:60][CH:61]1[CH2:62][CH2:63]1)[OH:64])[CH2:65][CH2:66][CH3:67].[NH2:69][CH:70]([CH2:71][CH2:72][CH3:73])[CH:74]([OH:75])[C:76]([NH:77][CH:78]1[CH2:79][CH2:80]1)=[O:81].[OH2:90].[OH:38][n:39]1[c:40]2[cH:41][cH:42][cH:43][cH:44][c:45]2[n:46][n:47]1>>[C:1]([CH3:2])([CH3:3])([CH3:4])[O:5][C:6](=[O:7])[NH:8][CH:9]([C:10](=[O:11])[N:12]1[CH:13]([C:20](=[O:21])[NH:55][CH:56]([CH:57]([C:58](=[O:59])[NH:60][CH:61]2[CH2:62][CH2:63]2)[OH:64])[CH2:65][CH2:66][CH3:67])[CH:14]2[CH:15]([CH2:16]1)[CH2:17][CH2:18][CH2:19]2)[C:23]([CH3:24])([CH3:25])[CH3:26]. Reactants: O=Cc1ccc(OCc2ccccc2)cn1, CC(C)=O, [O-][Cl+][O-], NS(=O)(=O)O, [Na+], O. Yields the product O=C(O)c1ccc(OCc2ccccc2)cn1. Reaction SMILES: [CH2:1]([c:2]1[cH:3][cH:4][cH:5][cH:6][cH:7]1)[O:8][c:9]1[cH:10][cH:11][c:12]([CH:15]=[O:16])[n:13][cH:14]1.[CH3:27][C:28](=[O:29])[CH3:30].[Cl+:23]([O-:24])[O-:25].[NH2:18][S:19]([OH:20])(=[O:21])=[O:22].[Na+:26].[OH2:17]>>[CH2:1]([c:2]1[cH:3][cH:4][cH:5][cH:6][cH:7]1)[O:8][c:9]1[cH:10][cH:11][c:12]([C:15](=[O:16])[OH:20])[n:13][cH:14]1. Reactants: F[B-](F)(F)F, C[O+](C)C, Cc1cc(Cl)c2cc(Cl)ccc2n1. Product: F[B-](F)(F)F, Cc1cc(Cl)c2cc(Cl)ccc2[n+]1C. RXN SMILES: [B-:14]([F:15])([F:16])([F:17])[F:18].[CH3:19][O+:20]([CH3:21])[CH3:22].[Cl:1][c:2]1[cH:3][c:4]([CH3:13])[n:5][c:6]2[cH:7][cH:8][c:9]([Cl:12])[cH:10][c:11]12>>[B-:14]([F:15])([F:16])([F:17])[F:18].[Cl:1][c:2]1[cH:3][c:4]([CH3:13])[n+:5]([CH3:19])[c:6]2[cH:7][cH:8][c:9]([Cl:12])[cH:10][c:11]12. Reactants: Cl[Al](Cl)Cl, ClCC(Cl)(Cl)Cl, Cl, O=C1CCC(=O)O1, O, CSc1ccccc1. Product: CSc1ccc(C(=O)CCC(=O)O)cc1. RXN SMILES: [Cl:16][Al:17]([Cl:18])[Cl:19].[Cl:21][CH2:22][C:23]([Cl:24])([Cl:25])[Cl:26].[ClH:20].[O:1]=[C:2]1[CH2:3][CH2:4][C:5](=[O:6])[O:7]1.[OH2:27].[c:8]1([S:14][CH3:15])[cH:9][cH:10][cH:11][cH:12][cH:13]1>>[O:1]=[C:2]([CH2:3][CH2:4][C:5](=[O:6])[c:11]1[cH:10][cH:9][c:8]([S:14][CH3:15])[cH:13][cH:12]1)[OH:7].